Dataset: the Open Reaction Database (ORD), a public repository of structured organic reaction records. Task: describe an organic reaction: reactants, conditions, products, and yield Starting materials: C(#N)CC(=O)OCCOCCCC (butyloxyethyl 2-cyanoacetate), C(#N)CC(=O)OCCOCC (2-ethoxyethyl cyanoacetate). Yields the product C(#N)C(C(=O)OCCOCCCC)=C (2-Butyloxyethyl 2-cyanoacrylate), C(#N)C(C(=O)[O-])=C (2-cyanoacrylate). RXN SMILES: [C:1]([CH2:3][C:4]([O:6][CH2:7][CH2:8][O:9][CH2:10][CH2:11][CH2:12][CH3:13])=[O:5])#[N:2].[C:14]([CH2:16][C:17]([O:19]CCOCC)=[O:18])#[N:15]>>[C:1]([C:3](=[CH2:14])[C:4]([O:6][CH2:7][CH2:8][O:9][CH2:10][CH2:11][CH2:12][CH3:13])=[O:5])#[N:2].[C:14]([C:16](=[CH2:1])[C:17]([O-:19])=[O:18])#[N:15]. Procedure details: 2-Butyloxyethyl 2-cyanoacrylate was prepared in the same manner as in Example 1, except that butyloxyethyl 2-cyanoacetate was substituted for the 2-ethoxyethyl cyanoacetate. The 2-cyanoacrylate obtained contained 400 ppm. of moisture, 0.05% of 2-butyloxyethyanol and 0.3% of 2-butyloxyethyl cyanoacetate. To the above 2-cyanoacrylate was added 20 ppm. of SO2. Adhesive compositions were prepared by adding an antioxidant as shown in Table 2 to the 2-cyanoacrylate. The reactants are O=C([O-])[O-], CCN(C=O)CC, FC(F)=C(F)CCBr, [K+], [K+], O, Sc1nc2cccnc2s1. The product is FC(F)=C(F)CCSc1nc2cccnc2s1. As a reaction SMILES: [C:19](=[O:20])([O-:21])[O-:22].[CH:26]([N:27]([CH2:28][CH3:29])[CH2:30][CH3:31])=[O:32].[F:11][C:12](=[C:13]([CH2:14][CH2:15][Br:16])[F:17])[F:18].[K+:23].[K+:24].[OH2:25].[n:1]1[c:2]([SH:10])[s:3][c:4]2[n:5][cH:6][cH:7][cH:8][c:9]12>>[n:1]1[c:2]([S:10][CH2:15][CH2:14][C:13](=[C:12]([F:11])[F:18])[F:17])[s:3][c:4]2[n:5][cH:6][cH:7][cH:8][c:9]12. Reactants: O=S1(CC(CN(C2=C1C=C(C(=C2)SC)O)C2=CC=CC=C2)(CC)CCCC)=O (1,1-dioxo-3-butyl-3-ethyl-5-phenyl-7-methylthio-8-hydroxy-2,3,4,5-tetrahydro-1,5-benzothiazepine), C([O-])([O-])=O.[Na+].[Na+] (sodium carbonate), BrCC(=O)OCC (ethyl bromoacetate). The reagents and catalysts are [Br-].C(CCC)[N+](CCCC)(CCCC)CCCC (tetrabutylammonium bromide), C([O-])([O-])=O.[Cs+].[Cs+] (caesium carbonate). The solvent is CC#N (MeCN). Conditions: temperature 80 celsius. The product is O=S1(CC(CN(C2=C1C=C(C(=C2)SC)OCC(=O)OCC)C2=CC=CC=C2)(CC)CCCC)=O (1,1-Dioxo-3-butyl-3-ethyl-5-phenyl-7-methylthio-8-ethoxycarbonylmethoxy-2,3,4,5-tetrahydro-1,5-benzothiazepine). The yield is 98.9%. RXN SMILES: [O:1]=[S:2]1(=[O:28])[C:8]2[CH:9]=[C:10]([OH:15])[C:11]([S:13][CH3:14])=[CH:12][C:7]=2[N:6]([C:16]2[CH:21]=[CH:20][CH:19]=[CH:18][CH:17]=2)[CH2:5][C:4]([CH2:24][CH2:25][CH2:26][CH3:27])([CH2:22][CH3:23])[CH2:3]1.C(=O)([O-])[O-].[Na+].[Na+].Br[CH2:36][C:37]([O:39][CH2:40][CH3:41])=[O:38]>[Br-].C([N+](CCCC)(CCCC)CCCC)CCC.C(=O)([O-])[O-].[Cs+].[Cs+].CC#N>[O:28]=[S:2]1(=[O:1])[C:8]2[CH:9]=[C:10]([O:15][CH2:36][C:37]([O:39][CH2:40][CH3:41])=[O:38])[C:11]([S:13][CH3:14])=[CH:12][C:7]=2[N:6]([C:16]2[CH:17]=[CH:18][CH:19]=[CH:20][CH:21]=2)[CH2:5][C:4]([CH2:24][CH2:25][CH2:26][CH3:27])([CH2:22][CH3:23])[CH2:3]1 |f:1.2.3,5.6,7.8.9|. Reported procedure: To 1,1-dioxo-3-butyl-3-ethyl-5-phenyl-7-methylthio-8-hydroxy-2,3,4,5-tetrahydro-1,5-benzothiazepine (Method 19; 500 mg, 1.2 mmol) was added MeCN (30 ml), tetrabutylammonium bromide (30 mg, 0.08 mmol), anhydrous sodium carbonate (500 mg, 4.7 mmol), ethyl bromoacetate (0.14 ml, 1.26 mmol) and caesium carbonate (20 mg, 0.06 mmol). This reaction mixture was then stirred over night at 80° C. Then the solvent was removed under reduced pressure, water and DCM were added and the aqueous phase was extrac... Reactants: CN1CCC(C2=CC=CC=C12)=O (2,3-dihydro-1-methyl-4(1H)-quinolinone), CC1=C(N=CN1C(C1=CC=CC=C1)(C1=CC=CC=C1)C1=CC=CC=C1)C=O (5-methyl-1-(triphenylmethyl)-1H-imidazole-4-carboxaldehyde), [OH-].[K+] (potassium hydroxide). Solvent: CO (methanol), CO (methanol). Reaction conditions: time 44 hour. The product is CN1C=C(C(C2=CC=CC=C12)=O)CC=1N=CNC1C (1-Methyl-3-[(5-methyl-1H-imidazol-4-yl)methyl]-4(1H)-quinolinone). The yield is 14.5%. RXN SMILES: [CH3:1][N:2]1[C:11]2[C:6](=[CH:7][CH:8]=[CH:9][CH:10]=2)[C:5](=[O:12])[CH2:4][CH2:3]1.[CH3:13][C:14]1[N:18](C(C2C=CC=CC=2)(C2C=CC=CC=2)C2C=CC=CC=2)[CH:17]=[N:16][C:15]=1[CH:38]=O.[OH-].[K+]>CO>[CH3:1][N:2]1[C:11]2[C:6](=[CH:7][CH:8]=[CH:9][CH:10]=2)[C:5](=[O:12])[C:4]([CH2:38][C:15]2[N:16]=[CH:17][NH:18][C:14]=2[CH3:13])=[CH:3]1 |f:2.3|. Procedure details: A suspension of 2,3-dihydro-1-methyl-4(1H)-quinolinone (915 mg) and 5-methyl-1-(triphenylmethyl)-1H-imidazole-4-carboxaldehyde (2.0 g) in methanol (25 ml) was treated with a solution of potassium hydroxide (0.5 g) in methanol (5 ml). The suspension was stirred at room temperature for 44 h and then filtered. The collected solid was heated at reflux in a mixture of acetic acid (6 ml), water (5 ml) and THF (15 ml) for 3 h. The solution was treated cautiously with 8% aqueous sodium bicarbonate (180 ... Reactants: BrC=1C=C(C=NC1OCC(F)(F)F)C(=O)O (5-bromo-6-(2,2,2-trifluoroethoxy)-3-pyridinecarboxylic acid), C(C)C1=CC=C(C=C1)B(O)O (B-(4-ethylphenyl)-boronic acid). Yields the product C(C)C1=CC=C(C=C1)C=1C(=NC=C(C(=O)O)C1)OCC(F)(F)F (5-(4-ethylphenyl)-6-(2,2,2-trifluoroethoxy)nicotinic acid). RXN SMILES: Br[C:2]1[CH:3]=[C:4]([C:14]([OH:16])=[O:15])[CH:5]=[N:6][C:7]=1[O:8][CH2:9][C:10]([F:13])([F:12])[F:11].[CH2:17]([C:19]1[CH:24]=[CH:23][C:22](B(O)O)=[CH:21][CH:20]=1)[CH3:18]>>[CH2:17]([C:19]1[CH:24]=[CH:23][C:22]([C:2]2[C:7]([O:8][CH2:9][C:10]([F:13])([F:12])[F:11])=[N:6][CH:5]=[C:4]([CH:3]=2)[C:14]([OH:16])=[O:15])=[CH:21][CH:20]=1)[CH3:18]. Procedure details: The title compound was synthesized in analogy to Example BQ using 5-bromo-6-(2,2,2-trifluoroethoxy)-3-pyridinecarboxylic acid (CAN 1211586-75-2) and B-(4-ethylphenyl)-boronic acid, (CAN 63139-21-9) as starting materials; LC-MS (UV peak area/ESI) 95.8%, 324.0859 (M−H)−. The reactants are C1(=CC=CC=C1)C1OC(=O)C2=CC=CC=C12 (3-phenyl phthalide). Reagents/catalysts: [Pd] (Pd/C). The solvent is C(C)O (ethanol). Yields the product C1(=CC=CC=C1)CC=1C(=CC=CC1)C(=O)O (α-phenyl-o-toluic acid). Reaction SMILES: [C:1]1([CH:7]2[C:16]3[C:11](=[CH:12][CH:13]=[CH:14][CH:15]=3)[C:9](=[O:10])[O:8]2)[CH:6]=[CH:5][CH:4]=[CH:3][CH:2]=1>[Pd].C(O)C>[C:1]1([CH2:7][C:16]2[C:11]([C:9]([OH:10])=[O:8])=[CH:12][CH:13]=[CH:14][CH:15]=2)[CH:2]=[CH:3][CH:4]=[CH:5][CH:6]=1. Procedure details: A mixture of 55.2 g. of 3-phenyl phthalide (0.263 mole), 600 ml. ethanol and 5.9 g. of 10% Pd/C is hydrogenated at room temperature and 50 psi until 1 equivalent of H2 is absorbed. The catalyst is removed by filtration and the solvent removed in vacuo and the residue triturated in petroleum ether to give α-phenyl-o-toluic acid; m.p. 101°-104° C. Reactants: CC(Br)C(=O)OC(C)(C)C, N#Cc1ccc(NCCC(F)(F)F)cc1C(F)(F)F. The product is CC(C(=O)OC(C)(C)C)N(CCC(F)(F)F)c1ccc(C#N)c(C(F)(F)F)c1. As a reaction SMILES: [Br:20][CH:21]([C:22](=[O:23])[O:24][C:25]([CH3:26])([CH3:27])[CH3:28])[CH3:29].[F:1][C:2]([c:3]1[c:4]([C:5]#[N:6])[cH:7][cH:8][c:9]([NH:11][CH2:12][CH2:13][C:14]([F:15])([F:16])[F:17])[cH:10]1)([F:18])[F:19]>>[F:1][C:2]([c:3]1[c:4]([C:5]#[N:6])[cH:7][cH:8][c:9]([N:11]([CH2:12][CH2:13][C:14]([F:15])([F:16])[F:17])[CH:21]([C:22](=[O:23])[O:24][C:25]([CH3:26])([CH3:27])[CH3:28])[CH3:29])[cH:10]1)([F:18])[F:19]. Starting materials: CC1=CN=C(C(=C1OC)C)CSC2=NC3=C(N2)C=C(C=C3)OC (pyrmetazole), CO.O (methanol water), C1=CC=C(C(=C1)C(=O)[O-])C(=O)O[O-].[Mg+2] (MMPP), CO.O (methanol water), C([O-])(O)=O.[Na+] (sodium bicarbonate). The solvent is C(Cl)Cl (methylene chloride). Run at temperature -10 celsius, time 35 minute. The product is CC=1C=NC(=C(C1OC)C)C[S+](C=2NC=3C=CC(=CC3N2)OC)[O-] (omeprazole). Yield: 91.3%. As a reaction SMILES: [CH3:1][C:2]1[C:7]([O:8][CH3:9])=[C:6]([CH3:10])[C:5]([CH2:11][S:12][C:13]2[NH:17][C:16]3[CH:18]=[C:19]([O:22][CH3:23])[CH:20]=[CH:21][C:15]=3[N:14]=2)=[N:4][CH:3]=1.CO.O.C1C=C(C([O-])=[O:34])C(C(O[O-])=O)=CC=1.[Mg+2].C(=O)(O)[O-].[Na+]>C(Cl)Cl>[CH3:1][C:2]1[CH:3]=[N:4][C:5]([CH2:11][S+:12]([O-:34])[C:13]2[NH:14][C:15]3[CH:21]=[CH:20][C:19]([O:22][CH3:23])=[CH:18][C:16]=3[N:17]=2)=[C:6]([CH3:10])[C:7]=1[O:8][CH3:9] |f:1.2,3.4,5.6|. Procedure: To a solution of 3.44 g of pyrmetazole (10.5 mmol) in 30 mL of 9:1 v/v methanol/water at -10° C. was added dropwise a solution of 3.10 g of MMPP in 30 mL of 9:1 v/v methanol/water over a 10 minute period. The reaction mixture was stirred at -10° C. for 35 minutes then poured into a mixture of 100 mL of saturated aqueous sodium bicarbonate and 40 mL of methylene chloride. The layers were separated and the aqueous layer was extracted 3 times with methylene chloride. The combined organic layers wer... The reactants are CC=1C=C(C(=O)Cl)C=CC1C (3,4-dimethylbenzoyl chloride), C(C=C)#N (acrylonitrile), C(CCC)N(CCCC)CCCC (tri-n-butylamine). Reagents/catalysts: C(C)(=O)[O-].[Pd+2].C(C)(=O)[O-] (palladium acetate). Solvent: CC=1C=CC(=CC1)C (p-xylene). Yields the product CC=1C=C(C=CC#N)C=CC1C (3,4-dimethylcinnamonitrile). Yield: 31.8%. Reaction SMILES: [CH3:1][C:2]1[CH:3]=[C:4]([CH:8]=[CH:9][C:10]=1[CH3:11])[C:5](Cl)=O.[C:12](#[N:15])[CH:13]=C.C(N(CCCC)CCCC)CCC>CC1C=CC(C)=CC=1.C([O-])(=O)C.[Pd+2].C([O-])(=O)C>[CH3:1][C:2]1[CH:3]=[C:4]([CH:8]=[CH:9][C:10]=1[CH3:11])[CH:5]=[CH:13][C:12]#[N:15] |f:4.5.6|. Procedure details: 0.448 g (2 millimols) of palladium acetate, 33.7 g (0.2 mol) of 3,4-dimethylbenzoyl chloride, 13.25 g (0.25 mol) of acrylonitrile and 37.06 g (0.2 mol) of tri-n-butylamine in 200 ml of p-xylene are stirred for 1.5 hours at 120° C. The mixture is then extracted by shaking with 200 ml of 2 N HCl, 200 ml of 2 N NaOH and 100 ml of water, after which it is dried for 15 minutes with 20 g of magnesium sulfate. The crude product is chromatographed on silica gel in methylene chloride, and is recrystallis... Reactants: OC=1C=CC2=C(C(OC(N2)=O)(C)C)C1 (6-hydroxy-4,4-dimethyl-4H-3,1-benzoxazin-2-one), ClC=1C=C(C=CC1Cl)SCCCCBr (4-(3,4-dichloro-phenylmercapto)-butylbromide). The product is ClC=1C=C(C=CC1Cl)SCCCCOC=1C=CC2=C(C(OC(N2)=O)(C)C)C1 (6-[4-(3,4-Dichloro-phenylmercapto)-butoxy]-4,4-dimethyl-4H-3,1-benzoxazin-2-one). Reaction SMILES: [OH:1][C:2]1[CH:3]=[CH:4][C:5]2[NH:10][C:9](=[O:11])[O:8][C:7]([CH3:13])([CH3:12])[C:6]=2[CH:14]=1.[Cl:15][C:16]1[CH:17]=[C:18]([S:23][CH2:24][CH2:25][CH2:26][CH2:27]Br)[CH:19]=[CH:20][C:21]=1[Cl:22]>>[Cl:15][C:16]1[CH:17]=[C:18]([S:23][CH2:24][CH2:25][CH2:26][CH2:27][O:1][C:2]2[CH:3]=[CH:4][C:5]3[NH:10][C:9](=[O:11])[O:8][C:7]([CH3:12])([CH3:13])[C:6]=3[CH:14]=2)[CH:19]=[CH:20][C:21]=1[Cl:22]. Procedure: Prepared analogously to Example 5 from 6-hydroxy-4,4-dimethyl-4H-3,1-benzoxazin-2-one and 4-(3,4-dichloro-phenylmercapto)-butylbromide.